From a dataset of the Open Reaction Database (ORD), a public repository of structured organic reaction records. describe an organic reaction: reactants, conditions, products, and yield The reactants are COc1ccc(N2CCOCC2)c2sc(NC(=O)c3ccc(CCl)cc3)nc12, [H-], [Na+], CN(C)C=O, O=C1CCCN1. Product: COc1ccc(N2CCOCC2)c2sc(NC(=O)c3ccc(CN4CCCC4=O)cc3)nc12. Reaction SMILES: [CH3:9][O:10][c:11]1[cH:12][cH:13][c:14]([N:31]2[CH2:32][CH2:33][O:34][CH2:35][CH2:36]2)[c:15]2[c:16]1[n:17][c:18]([NH:20][C:21]([c:22]1[cH:23][cH:24][c:25]([CH2:28][Cl:29])[cH:26][cH:27]1)=[O:30])[s:19]2.[H-:1].[Na+:2].[O:37]=[CH:38][N:39]([CH3:40])[CH3:41].[O:3]=[C:4]1[CH2:5][CH2:6][CH2:7][NH:8]1>>[O:3]=[C:4]1[CH2:5][CH2:6][CH2:7][N:8]1[CH2:28][c:25]1[cH:24][cH:23][c:22]([C:21]([NH:20][c:18]2[n:17][c:16]3[c:11]([O:10][CH3:9])[cH:12][cH:13][c:14]([N:31]4[CH2:32][CH2:33][O:34][CH2:35][CH2:36]4)[c:15]3[s:19]2)=[O:30])[cH:27][cH:26]1. Reactants: ClC=1C=2N(C=C(N1)C1=CC=C(C=C1)N1CCOCC1)N=CC2C (4-(4-(4-chloro-3-methylpyrazolo[1,5-a]pyrazin-6-yl)phenyl)morpholine), CC(C)([O-])C.[K+] (potassium tertbutoxide), O[C@H](C)[C@@H]1CC(N(C1)[C@H](C)C1=CC=C(C=C1)OC)=O ((R)-4-((R)-1-hydroxyethyl)-1-((R)-1-(4-methoxyphenyl)ethyl)pyrrolidin-2-one), O[C@H](C)[C@@H]1CC(N(C1)[C@H](C)C1=CC=C(C=C1)OC)=O ((R)-4-((R)-1-hydroxyethyl)-1-((R)-1-(4-methoxyphenyl)ethyl)pyrrolidin-2-one), CC(C)([O-])C.[K+] (potassium tertbutoxide). Run in C1CCOC1 (THF), C1CCOC1 (THF), C1CCOC1 (THF), C1CCOC1 (THF). Reaction conditions: time 15 minute. Product: COC1=CC=C(C=C1)[C@@H](C)N1C(C[C@H](C1)[C@@H](C)OC=1C=2N(C=C(N1)C1=CC=C(C=C1)N1CCOCC1)N=CC2C)=O ((R)-1-((R)-1-(4-methoxyphenyl)ethyl)-4-((R)-1-(3-methyl-6-(4-morpholinophenyl)pyrazolo[1,5-a]pyrazin-4-yloxy)ethyl)pyrrolidin-2-one). RXN SMILES: CC(C)([O-])C.[K+].[OH:7][C@@H:8]([C@H:10]1[CH2:14][N:13]([C@@H:15]([C:17]2[CH:22]=[CH:21][C:20]([O:23][CH3:24])=[CH:19][CH:18]=2)[CH3:16])[C:12](=[O:25])[CH2:11]1)[CH3:9].Cl[C:27]1[C:28]2[N:29]([N:45]=[CH:46][C:47]=2[CH3:48])[CH:30]=[C:31]([C:33]2[CH:38]=[CH:37][C:36]([N:39]3[CH2:44][CH2:43][O:42][CH2:41][CH2:40]3)=[CH:35][CH:34]=2)[N:32]=1>C1COCC1>[CH3:24][O:23][C:20]1[CH:19]=[CH:18][C:17]([C@H:15]([N:13]2[CH2:14][C@H:10]([C@H:8]([O:7][C:27]3[C:28]4[N:29]([N:45]=[CH:46][C:47]=4[CH3:48])[CH:30]=[C:31]([C:33]4[CH:38]=[CH:37][C:36]([N:39]5[CH2:44][CH2:43][O:42][CH2:41][CH2:40]5)=[CH:35][CH:34]=4)[N:32]=3)[CH3:9])[CH2:11][C:12]2=[O:25])[CH3:16])=[CH:22][CH:21]=1 |f:0.1|. Procedure: A solution of 1M potassium tertbutoxide in THF (0.10 mL, 0.10 mmol) was added to a solution of (R)-4-((R)-1-hydroxyethyl)-1-4R)-1-(4-methoxyphenyl)ethyl)pyrrolidin-2-one 1.04 (27 mg, 0.1 mmol) in THF (0.5 mL) at room temperature. After 15 minutes, a solution of 4-(4-(4-chloro-3-methylpyrazolo[1,5-a]pyrazin-6-yl)phenyl)morpholine 5.11 (20 mg, 0.06 mmol) in THF (1.2 mL) was added under argon. After 90 minutes, an additional 14 mg of (R)-4-((R)-1-hydroxyethyl)-1-((R)-1-(4-methoxyphenyl)ethyl)pyrrol... Starting materials: CC(=O)O, CC(C)Oc1c(C#N)cnc2ccc(C=C3SC(NCc4cccs4)=NC3=O)nc12, N#Cc1cnc2ccc(C=O)nc2c1, O. The product is N#Cc1cnc2ccc(C=C3SC(NCc4cccs4)=NC3=O)nc2c1. As a reaction SMILES: [C:45]([OH:46])(=[O:47])[CH3:48].[CH:1]([O:2][c:5]1[c:6]([C:29]#[N:30])[cH:7][n:8][c:9]2[cH:10][cH:11][c:12]([CH:15]=[C:16]3[C:17](=[O:28])[N:18]=[C:19]([NH:21][CH2:22][c:23]4[s:24][cH:25][cH:26][cH:27]4)[S:20]3)[n:13][c:14]12)([CH3:3])[CH3:4].[CH:31]([c:32]1[n:33][c:34]2[c:35]([cH:36][cH:37]1)[n:38][cH:39][c:40]([C:41]#[N:42])[cH:43]2)=[O:44].[OH2:49]>>[cH:5]1[c:6]([C:29]#[N:30])[cH:7][n:8][c:9]2[cH:10][cH:11][c:12]([CH:15]=[C:16]3[C:17](=[O:28])[N:18]=[C:19]([NH:21][CH2:22][c:23]4[s:24][cH:25][cH:26][cH:27]4)[S:20]3)[n:13][c:14]12. Starting materials: C(C)OC(CC=1C=C(C(=CC1)OC)C1=C(C=C(C=C1)C(F)(F)F)CNCC)=O ((2′-ethylaminomethyl-6-methoxy-4′-trifluoromethyl-biphenyl-3-yl)-acetic acid ethyl ester), C(C(C)C)(=O)Cl (isobutyryl chloride). The product is C(C)N(C(C(C)C)=O)CC1=C(C=CC(=C1)C(F)(F)F)C1=CC(=CC=C1OC)CC(=O)O ({2′-[(Ethyl-isobutyryl-amino)-methyl]-6-methoxy-4′-trifluoromethyl-biphenyl-3-yl}-acetic acid). Reaction SMILES: C([O:3][C:4](=[O:28])[CH2:5][C:6]1[CH:7]=[C:8]([C:14]2[CH:19]=[CH:18][C:17]([C:20]([F:23])([F:22])[F:21])=[CH:16][C:15]=2[CH2:24][NH:25][CH2:26][CH3:27])[C:9]([O:12][CH3:13])=[CH:10][CH:11]=1)C.[C:29](Cl)(=[O:33])[CH:30]([CH3:32])[CH3:31]>>[CH2:26]([N:25]([CH2:24][C:15]1[CH:16]=[C:17]([C:20]([F:21])([F:22])[F:23])[CH:18]=[CH:19][C:14]=1[C:8]1[C:9]([O:12][CH3:13])=[CH:10][CH:11]=[C:6]([CH2:5][C:4]([OH:3])=[O:28])[CH:7]=1)[C:29](=[O:33])[CH:30]([CH3:32])[CH3:31])[CH3:27]. Procedure details: {2′-[(Ethyl-isobutyryl-amino)-methyl]-6-methoxy-4′-trifluoromethyl-biphenyl-3-yl}-acetic acid (Compound 1-246) was prepared using the procedures of Example 1 and using (2′-ethylaminomethyl-6-methoxy-4′-trifluoromethyl-biphenyl-3-yl)-acetic acid ethyl ester and isobutyryl chloride. Reactants: C(C)(C)(C)OC(=O)N1CCC(CC1)OC1=NC=C(C=C1)C=CC(=O)N1CCOCC1 (3-[2-(1-t-Butyloxycarbonyl piperidin-4-yloxy)pyridin-5-yl]-1-(morpholin-4-yl)prop-2-ene-1-one), FC(C(=O)O)(F)F (trifluoroacetic acid), solution, O (water). Run in ClCCl (dichloromethane). Reaction conditions: time 6 hour. Product: N1(CCOCC1)C(C=CC=1C=CC(=NC1)OC1CCNCC1)=O (1-(Morpholin-4-yl)-3-[2-(piperidin-4-yloxy)pyridin-5-yl]-prop-2-ene-1-one). Yield: 94.5%. As a reaction SMILES: C(OC([N:8]1[CH2:13][CH2:12][CH:11]([O:14][C:15]2[CH:20]=[CH:19][C:18]([CH:21]=[CH:22][C:23]([N:25]3[CH2:30][CH2:29][O:28][CH2:27][CH2:26]3)=[O:24])=[CH:17][N:16]=2)[CH2:10][CH2:9]1)=O)(C)(C)C.FC(F)(F)C(O)=O.O>ClCCl>[N:25]1([C:23](=[O:24])[CH:22]=[CH:21][C:18]2[CH:19]=[CH:20][C:15]([O:14][CH:11]3[CH2:12][CH2:13][NH:8][CH2:9][CH2:10]3)=[N:16][CH:17]=2)[CH2:30][CH2:29][O:28][CH2:27][CH2:26]1. Procedure details: A solution of 3-[2-(1-t-Butyloxycarbonyl piperidin-4-yloxy)pyridin-5-yl]-1-(morpholin-4-yl)prop-2-ene-1-one (0.7 grams, 0.0016 moles) in dichloromethane (20 mL) was treated with trifluoroacetic acid (1.3 mL, 0.016 moles) at room temperature. The reaction mass was stirred for 6 hours at room temperature. The progress of the reaction was monitored by thin layer chromatography. After completion of reaction, the reaction mass was poured on to chilled water (30 mL) and basified with 40% lye solution ...